Dataset: the Open Reaction Database (ORD), a public repository of structured organic reaction records. Task: describe an organic reaction: reactants, conditions, products, and yield The reactants are [B+3], CCn1c(=O)n(OCc2ccccc2)c(=O)c2c(F)c(F)c(N3CCCC3)c(F)c21, O=C([O-])C(F)(F)F, O=C([O-])C(F)(F)F, O=C([O-])C(F)(F)F, O=C(O)C(F)(F)F. Product: CCn1c(=O)n(O)c(=O)c2c(F)c(F)c(N3CCCC3)c(F)c21. RXN SMILES: [B+3:52].[CH2:1]([c:2]1[cH:3][cH:4][cH:5][cH:6][cH:7]1)[O:8][n:9]1[c:10](=[O:30])[n:11]([CH2:28][CH3:29])[c:12]2[c:13]([F:27])[c:14]([N:22]3[CH2:23][CH2:24][CH2:25][CH2:26]3)[c:15]([F:21])[c:16]([F:20])[c:17]2[c:18]1=[O:19].[F:31][C:32]([F:33])([F:34])[C:35]([O-:36])=[O:37].[F:38][C:39]([F:40])([F:41])[C:42]([O-:43])=[O:44].[F:45][C:46]([F:47])([F:48])[C:49]([O-:50])=[O:51].[OH:53][C:54]([C:55]([F:56])([F:57])[F:58])=[O:59]>>[OH:8][n:9]1[c:10](=[O:30])[n:11]([CH2:28][CH3:29])[c:12]2[c:13]([F:27])[c:14]([N:22]3[CH2:23][CH2:24][CH2:25][CH2:26]3)[c:15]([F:21])[c:16]([F:20])[c:17]2[c:18]1=[O:19]. Product: COc1cc(C)c(S(=O)(=O)NC(CO)C(=O)OCc2ccc3c(c2)OCO3)c(C)c1C. RXN SMILES: [C:22](=[O:23])([O-:24])[O-:25].[CH2:28]1[O:29][c:30]2[cH:31][c:32]([CH2:33][Cl:34])[cH:35][cH:36][c:37]2[O:38]1.[CH2:46]([Cl:47])[Cl:48].[CH3:1][O:2][c:3]1[c:4]([CH3:21])[c:5]([CH3:20])[c:6]([S:10](=[O:11])(=[O:12])[NH:13][CH:14]([C:15](=[O:16])[OH:17])[CH2:18][OH:19])[c:7]([CH3:9])[cH:8]1.[CH3:41][N:42]([CH3:43])[CH:44]=[O:45].[I-:39].[K+:26].[K+:27].[Li+:40]>>[CH3:1][O:2][c:3]1[c:4]([CH3:21])[c:5]([CH3:20])[c:6]([S:10](=[O:11])(=[O:12])[NH:13][CH:14]([C:15]([O:16][CH2:33][c:32]2[cH:31][c:30]3[c:37]([cH:36][cH:35]2)[O:38][CH2:28][O:29]3)=[O:17])[CH2:18][OH:19])[c:7]([CH3:9])[cH:8]1. Starting materials: O=C([O-])[O-], ClCc1ccc2c(c1)OCO2, ClCCl, COc1cc(C)c(S(=O)(=O)NC(CO)C(=O)O)c(C)c1C, CN(C)C=O, [I-], [K+], [K+], [Li+]. Starting materials: CO, Cl, CCCCC(CCO)Nc1nc(N)nc(C)c1Cc1ccc(CC(=O)O)cc1OC, [Na+], O=C([O-])O. The product is CCCCC(CCO)Nc1nc(N)nc(C)c1Cc1ccc(CC(=O)OC)cc1OC. RXN SMILES: [CH3:37][OH:38].[ClH:1].[NH2:2][c:3]1[n:4][c:5]([CH3:31])[c:6]([CH2:18][c:19]2[c:20]([O:29][CH3:30])[cH:21][c:22]([CH2:25][C:26](=[O:27])[OH:28])[cH:23][cH:24]2)[c:7]([NH:9][CH:10]([CH2:11][CH2:12][OH:13])[CH2:14][CH2:15][CH2:16][CH3:17])[n:8]1.[Na+:36].[O-:32][C:33]([OH:34])=[O:35]>>[NH2:2][c:3]1[n:4][c:5]([CH3:31])[c:6]([CH2:18][c:19]2[c:20]([O:29][CH3:30])[cH:21][c:22]([CH2:25][C:26](=[O:27])[O:28][CH3:33])[cH:23][cH:24]2)[c:7]([NH:9][CH:10]([CH2:11][CH2:12][OH:13])[CH2:14][CH2:15][CH2:16][CH3:17])[n:8]1. The reactants are Cl (hydrochloric acid), FC(C(=O)N1CCC2=C(C=CC=C12)F)(C)C1=NC(=CC(=N1)OC)N1CCOCC1 (2-fluoro-1-(4-fluoro-2,3-dihydro-1H-indol-1-yl)-2-[4-methoxy-6-(morpholin-4-yl)pyrimidin-2-yl]propan-1-one). Yields the product FC(C(=O)N1CCC2=C(C=CC=C12)F)(C)C1=NC(=CC(N1)=O)N1CCOCC1 (racemic 2-[2-fluoro-1-(4-fluoro-2,3-dihydro-1H-indol-1-yl)-1-oxopropan-2-yl]-6-(morpholin-4-yl)pyrimidin-4(3H)-one). Yield: 71.9%. As a reaction SMILES: Cl.[F:2][C:3]([C:17]1[N:22]=[C:21]([O:23]C)[CH:20]=[C:19]([N:25]2[CH2:30][CH2:29][O:28][CH2:27][CH2:26]2)[N:18]=1)([CH3:16])[C:4]([N:6]1[C:14]2[C:9](=[C:10]([F:15])[CH:11]=[CH:12][CH:13]=2)[CH2:8][CH2:7]1)=[O:5]>>[F:2][C:3]([C:17]1[NH:22][C:21](=[O:23])[CH:20]=[C:19]([N:25]2[CH2:30][CH2:29][O:28][CH2:27][CH2:26]2)[N:18]=1)([CH3:16])[C:4]([N:6]1[C:14]2[C:9](=[C:10]([F:15])[CH:11]=[CH:12][CH:13]=2)[CH2:8][CH2:7]1)=[O:5]. Procedure details: 17 ml of hydrochloric acid (4M in dioxane) are added to 340 mg of 2-fluoro-1-(4-fluoro-2,3-dihydro-1H-indol-1-yl)-2-[4-methoxy-6-(morpholin-4-yl)pyrimidin-2-yl]propan-1-one, obtained according to the previous step. The reaction medium is stirred at reflux for 5 hours, allowed to return to ambient temperature, and then concentrated under reduced pressure. The residue obtained is purified on a silica column, eluent: 98/02 dichloromethane/methanol, so as to give 236 mg of racemic 2-[2-fluoro-1-(4-f... Reactants: O=C([O-])[O-], CC1CN(Cc2ccn(-c3cccnc3N3CCC(Nc4ccc(F)cc4)CC3)n2)CC(C)N1C(=O)C(F)(F)F, CO, [K+], [K+], O. Yields the product CC1CN(Cc2ccn(-c3cccnc3N3CCC(Nc4ccc(F)cc4)CC3)n2)CC(C)N1. RXN SMILES: [C:41](=[O:42])([O-:43])[O-:44].[CH3:1][CH:2]1[CH2:3][N:4]([CH2:15][c:16]2[n:17][n:18](-[c:21]3[c:22]([N:27]4[CH2:28][CH2:29][CH:30]([NH:33][c:34]5[cH:35][cH:36][c:37]([F:40])[cH:38][cH:39]5)[CH2:31][CH2:32]4)[n:23][cH:24][cH:25][cH:26]3)[cH:19][cH:20]2)[CH2:5][CH:6]([CH3:14])[N:7]1[C:8](=[O:9])[C:10]([F:11])([F:12])[F:13].[CH3:47][OH:48].[K+:45].[K+:46].[OH2:49]>>[CH3:1][CH:2]1[CH2:3][N:4]([CH2:15][c:16]2[n:17][n:18](-[c:21]3[c:22]([N:27]4[CH2:28][CH2:29][CH:30]([NH:33][c:34]5[cH:35][cH:36][c:37]([F:40])[cH:38][cH:39]5)[CH2:31][CH2:32]4)[n:23][cH:24][cH:25][cH:26]3)[cH:19][cH:20]2)[CH2:5][CH:6]([CH3:14])[NH:7]1. Starting materials: [Cl-].[Cl-].[Ca+2] (CaCl2), C(C)(=O)NC(C(=O)OCC)(C(=O)OCC)CCC1=CC(=C(C=C1)C=1SC2=NC(=CC=C2N1)C1(CC1)C1=CC=CC=C1)F (diethyl 2-acetamido-2-(2-(3-fluoro-4-(5-(1-phenylcyclopropyl)thiazolo[5,4-b]pyridine-2-yl)phenyl)ethyl)malonate), [BH4-].[Na+] (NaBH4), [BH4-].[Na+] (NaBH4). Run in O (water), CCO (EtOH). Run at time 8 hour. The product is FC=1C=C(C=CC1C=1SC2=NC(=CC=C2N1)C1(CC1)C1=CC=CC=C1)CCC(CO)(CO)NC(C)=O (N-(4-(3-fluoro-4-(5-(1-phenyl-cyclopropyl)thiazolo[5,4-b]pyridine-2-yl)phenyl)-1-hydroxy-2-(hydroxymethyl)butan-2-yl)acetamide). As a reaction SMILES: [Cl-].[Cl-].[Ca+2].[C:4]([NH:7][C:8]([CH2:19][CH2:20][C:21]1[CH:26]=[CH:25][C:24]([C:27]2[S:28][C:29]3[C:34]([N:35]=2)=[CH:33][CH:32]=[C:31]([C:36]2([C:39]4[CH:44]=[CH:43][CH:42]=[CH:41][CH:40]=4)[CH2:38][CH2:37]2)[N:30]=3)=[C:23]([F:45])[CH:22]=1)([C:14](OCC)=[O:15])[C:9](OCC)=[O:10])(=[O:6])[CH3:5].[BH4-].[Na+]>O.CCO>[F:45][C:23]1[CH:22]=[C:21]([CH2:20][CH2:19][C:8]([NH:7][C:4](=[O:6])[CH3:5])([CH2:9][OH:10])[CH2:14][OH:15])[CH:26]=[CH:25][C:24]=1[C:27]1[S:28][C:29]2[C:34]([N:35]=1)=[CH:33][CH:32]=[C:31]([C:36]1([C:39]3[CH:44]=[CH:43][CH:42]=[CH:41][CH:40]=3)[CH2:38][CH2:37]1)[N:30]=2 |f:0.1.2,4.5|. Procedure: To solution of CaCl2 (0.188 g, 1.70 mmol) in 1.3 mL water was added a slurry of diethyl 2-acetamido-2-(2-(3-fluoro-4-(5-(1-phenylcyclopropyl)thiazolo[5,4-b]pyridine-2-yl)phenyl)ethyl)malonate (0.400 g, 0.678 mmol) in about 15 mL EtOH total. To this slurry was added NaBH4 (0.128 g, 3.39 mmol). The mixture bubbled and became warm, and was cooled briefly with an ice bath, then allowed to stir at ambient temperature overnight. 10 mL THF was added, followed by additional NaBH4 (0.128 g, 3.39 mmol). A... The reactants are CCCCCCCCC=1C=CC(=CC1)CCC(CO)(CO)N.Cl (FTY720), C(CC)(=O)O (propionic acid). Run in C(C)(=O)OCC (ethyl acetate), C(C)(=O)OCC (ethyl acetate). Product: CCCCCCCCC=1C=CC(=CC1)CCC(CO)(CO)N.Cl.C(CC)(=O)[O-] (FTY720 Propionate). As a reaction SMILES: [CH3:1][CH2:2][CH2:3][CH2:4][CH2:5][CH2:6][CH2:7][CH2:8][C:9]1[CH:10]=[CH:11][C:12]([CH2:15][CH2:16][C:17]([NH2:22])([CH2:20][OH:21])[CH2:18][OH:19])=[CH:13][CH:14]=1.[ClH:23].[C:24]([OH:28])(=[O:27])[CH2:25][CH3:26]>C(OCC)(=O)C>[CH3:1][CH2:2][CH2:3][CH2:4][CH2:5][CH2:6][CH2:7][CH2:8][C:9]1[CH:14]=[CH:13][C:12]([CH2:15][CH2:16][C:17]([NH2:22])([CH2:18][OH:19])[CH2:20][OH:21])=[CH:11][CH:10]=1.[ClH:23].[C:24]([O-:28])(=[O:27])[CH2:25][CH3:26] |f:0.1,4.5.6|. Reported procedure: In an alternative procedure, FTY720 free base (2.27 mmol) was dissolved in ethyl acetate (16 ml) at 88-90° C. Then a solution of propionic acid (2.5 eq) in ethyl acetate (3 ml) was added at 70° C., whereupon the product started to crystallize out immediately after addition. The resulting suspension was cooled to room temperature. The product was collected by filtration and was washed with ethyl acetate (2 ml). After drying at 50° C. the product was obtained as white crystals in 96.9% yield. Reactants: BrC=1N=C(C(=NC1CC)N[C@H]1[C@H](CC2=CC=CC=C12)O)CC ((1R,2S)-1-[(5-bromo-3,6-diethylpyrazin-2-yl)amino]-2,3-dihydro-1H-inden-2-ol), S1CCC(C2=CC=CC=C12)NC1=NC(=CN=C1CC)CC (N-(3,4-dihydro-2H-thiochromen-4-yl)-3,6-diethylpyrazin-2-amine). Product: BrC=1N=C(C(=NC1CC)NC1CCSC2=CC=CC=C12)CC (5-bromo-N-(3,4-dihydro-2H-thiochromen-4-yl)-3,6-diethylpyrazin-2-amine). RXN SMILES: [Br:1][C:2]1[N:3]=[C:4]([CH2:21][CH3:22])[C:5]([NH:10][C@@H:11]2[C:19]3[C:14](=[CH:15][CH:16]=[CH:17][CH:18]=3)[CH2:13][C@@H:12]2O)=[N:6][C:7]=1[CH2:8][CH3:9].[S:23]1C2C(=CC=CC=2)C(NC2C(CC)=NC=C(CC)N=2)CC1>>[Br:1][C:2]1[N:3]=[C:4]([CH2:21][CH3:22])[C:5]([NH:10][CH:11]2[C:19]3[C:14](=[CH:15][CH:16]=[CH:17][CH:18]=3)[S:23][CH2:13][CH2:12]2)=[N:6][C:7]=1[CH2:8][CH3:9]. Procedure details: Following the procedure for the preparation of (1R,2S)-1-[(5-bromo-3,6-diethylpyrazin-2-yl)amino]-2,3-dihydro-1H-inden-2-ol but substituting N-(3,4-dihydro-2H-thiochromen-4-yl)-3,6-diethylpyrazin-2-amine and making non-critical variations provided the title compound as a oil: 1H NMR (400 MHz, CDCl3) δ 7.28, 7.19, 7.04, 5.38, 4.50, 3.53, 2.99, 2.84, 2.64, 2.55, 2.13, 1.31, 1.24; 13C NMR (100 MHz, CDCl3) δ 152.50, 149.99, 141.71, 134.14, 134.03, 131.10, 128.59, 127.30, 125.65, 124.88, 48.74, 29.40... RXN SMILES: [Cl:1][C:2]1[C:7]([F:8])=[CH:6][CH:5]=[C:4]([F:9])[C:3]=1[CH:10]([OH:12])[CH3:11].Br[C:14]1[C:15]([NH2:21])=[N:16][CH:17]=[C:18]([Br:20])[N:19]=1>>[Br:20][C:18]1[N:19]=[C:14]([O:12][CH:10]([C:3]2[C:4]([F:9])=[CH:5][CH:6]=[C:7]([F:8])[C:2]=2[Cl:1])[CH3:11])[C:15]([NH2:21])=[N:16][CH:17]=1. The product is BrC=1N=C(C(=NC1)N)OC(C)C1=C(C(=CC=C1F)F)Cl (5-bromo-3-[1-(2-chloro-3,6-difluoro-phenyl)-ethoxy]-pyrazin-2-ylamine). Starting materials: ClC1=C(C(=CC=C1F)F)C(C)O (1-(2-chloro-3,6-difluoro-phenyl)-ethanol), BrC=1C(=NC=C(N1)Br)N (3,5-dibromo-pyrazin-2-ylamine). Procedure: 5-bromo-3-[1-(2-chloro-3,6-difluoro-phenyl)-ethoxy]-pyrazin-2-ylamine was prepared following procedure 2 from 1-(2-chloro-3,6-difluoro-phenyl)-ethanol and 3,5-dibromo-pyrazin-2-ylamine. Reactants: OC1=C(C=C(C=C1C1=CC=CC=C1)C(=O)C1=CC=CC=C1)C1=CC=CC=C1 ((2'-hydroxy-[1,1';3',1"]terphenyl-5'-yl)-phenyl-methanone), ClS(=O)(=O)C1=CC(=C(C(=O)O)C=C1)O (4-chlorosulphonyl-2-hydroxybenzoic acid), ClS(=O)(=O)C1=CC(=C(C(=O)O)C=C1)O (4-chlorosulphonyl-2-hydroxybenzoic acid), C(=O)(O)[O-].[Na+] (NaHCO3), C(=O)(O)[O-].[Na+] (NaHCO3), C(=O)(O)[O-].[Na+] (NaHCO3), ClS(=O)(=O)C1=CC(=C(C(=O)O)C=C1)O (4-chlorosulphonyl-2-hydroxybenzoic acid). The solvent is C1CCOC1 (THF). Run at time 3.5 hour. Product: C(C1=CC=CC=C1)(=O)C=1C=C(C(=C(C1)C1=CC=CC=C1)OS(=O)(=O)C1=CC(=C(C(=O)O)C=C1)O)C1=CC=CC=C1 (4-(5'-Benzoyl-[1,1';3',1"]terphenyl-2'-yloxysulfonyl)-2-hydroxy-benzoic acid). The yield is 20.5%. RXN SMILES: [OH:1][C:2]1[C:7]([C:8]2[CH:13]=[CH:12][CH:11]=[CH:10][CH:9]=2)=[CH:6][C:5]([C:14]([C:16]2[CH:21]=[CH:20][CH:19]=[CH:18][CH:17]=2)=[O:15])=[CH:4][C:3]=1[C:22]1[CH:27]=[CH:26][CH:25]=[CH:24][CH:23]=1.Cl[S:29]([C:32]1[CH:40]=[CH:39][C:35]([C:36]([OH:38])=[O:37])=[C:34]([OH:41])[CH:33]=1)(=[O:31])=[O:30].C([O-])(O)=O.[Na+]>C1COCC1>[C:14]([C:5]1[CH:4]=[C:3]([C:22]2[CH:27]=[CH:26][CH:25]=[CH:24][CH:23]=2)[C:2]([O:1][S:29]([C:32]2[CH:40]=[CH:39][C:35]([C:36]([OH:38])=[O:37])=[C:34]([OH:41])[CH:33]=2)(=[O:31])=[O:30])=[C:7]([C:8]2[CH:9]=[CH:10][CH:11]=[CH:12][CH:13]=2)[CH:6]=1)(=[O:15])[C:16]1[CH:17]=[CH:18][CH:19]=[CH:20][CH:21]=1 |f:2.3|. Procedure details: At ambient temperature, to a stirred solution of (2'-hydroxy-[1,1';3',1"]terphenyl-5'-yl)-phenyl-methanone (2.02 g, 5.77 mmol) in THF (55 mL) was added portionwise 4-chlorosulphonyl-2-hydroxybenzoic acid (2.70 g, 11.4 mmol, RN 98273-15-5) while maintaining the pH at 8 with the simultaneous addition of 0.5M aq. NaHCO3. After the addition was complete the reaction was stirred for 3.5 h. To the reaction was added 4-chlorosulphonyl-2-hydroxybenzoic acid (2.70 g, 11.4 mmol) while maintaining the pH a...